Dataset: the Open Reaction Database (ORD), a public repository of structured organic reaction records. Task: describe an organic reaction: reactants, conditions, products, and yield Reactants: S(=O)(=O)(O[O-])[O-].[K+].[K+] (potassium peroxymonosulphate), CC=1C2=C(SC1)C(=CC=C2)SC[N+](=O)[O-] (3-methyl-7-(nitromethylthio)benzo[b]thiophene). The solvent is O (water), COCCOC (1,2-dimethoxyethane), O (water). Conditions: temperature 5 celsius, time 18 hour. Product: CC=1C2=C(SC1)C(=CC=C2)S(=O)C[N+](=O)[O-] (3-methyl-7-(nitromethylsulphinyl)benzo[b]thiophene). Yield: 84.1%. Reaction SMILES: S([O-])(O[O-])(=O)=[O:2].[K+].[K+].[CH3:9][C:10]1[C:11]2[CH:18]=[CH:17][CH:16]=[C:15]([S:19][CH2:20][N+:21]([O-:23])=[O:22])[C:12]=2[S:13][CH:14]=1>O.COCCOC>[CH3:9][C:10]1[C:11]2[CH:18]=[CH:17][CH:16]=[C:15]([S:19]([CH2:20][N+:21]([O-:23])=[O:22])=[O:2])[C:12]=2[S:13][CH:14]=1 |f:0.1.2|. Reported procedure: A solution of potassium peroxymonosulphate (`oxane` trade mark; 1.0 g, 1.63 mmol) in water (20 ml) was added in one portion to a stirred solution of 3-methyl-7-(nitromethylthio)benzo[b]thiophene (0.7 g, 2.93 mmol) in 1,2-dimethoxyethane (40 ml) cooled to 5° C. The mixture was allowed to warm to ambient temperature and stirred for 18 hours. The reaction mixture was diluted with water (50 ml) and extracted with ethyl acetate (3×50 ml). These extracts were washed with water, dried (MgSO4), and evap... The reactants are [N+](=O)([O-])C=1C=C(CCl)C=CC1 (m-Nitrobenzyl chloride), CS(=O)[O-].[Na+] (sodium methanesulfinate). Solvent: CN(C)C=O (DMF). Reaction conditions: time 16 hour. The product is CS(=O)(=O)CC1=CC(=CC=C1)[N+](=O)[O-] (1-methylsulfonylmethyl-3-nitrobenzene). Yield: 84.4%. Reaction SMILES: [N+:1]([C:4]1[CH:5]=[C:6]([CH:9]=[CH:10][CH:11]=1)[CH2:7]Cl)([O-:3])=[O:2].[CH3:12][S:13]([O-:15])=[O:14].[Na+]>CN(C=O)C>[CH3:12][S:13]([CH2:7][C:6]1[CH:9]=[CH:10][CH:11]=[C:4]([N+:1]([O-:3])=[O:2])[CH:5]=1)(=[O:15])=[O:14] |f:1.2|. Procedure details: m-Nitrobenzyl chloride (4.21 g, 24.5 mmol) was dissolved in DMF (40 mL) and added sodium methanesulfinate (3.00 g, 29.4 mmol) and the resulting mixture was stirred at room temperature for 16 hours. After evaporation of the solvent in vacuo the residue was partitioned between water (100 mL) and ethyl acetate (100 mL). The aqueous phase was extracted with ethyl acetate (100 mL) and the combined organic phases were dried (MgSO4) and evaporated in vacuo to afford 4.45 g (84%) 1-methylsulfonylmethyl-... Reactants: COC1=C(C=CC=C1)SCCCN(C(NC=1SC(=CN1)SC(C(=O)O)(C)C)=O)[C@@H]1CC[C@H](CC1)C (2-{2-[3-[3-(2-methoxy-phenylsulfanyl)-propyl]-3-(trans-4-methyl-cyclohexyl)-ureido]-thiazol-5-ylsulfanyl}-2-methyl-propionic acid), C1(=CC=CC=C1)S (thiophenol), C(C)OC(CCSC1=CN=C(S1)N)=O (3-(2-amino-thiazol-5-ylsulfanyl)-propionic acid ethyl ester). The product is C[C@@H]1CC[C@H](CC1)N(C(NC=1SC(=CN1)SCCC(=O)O)=O)CCCSC1=CC=CC=C1 (3-{2-[3-(trans-4-Methyl-cyclohexyl)-3-(3-phenylsulfanyl-propyl)-ureido]-thiazol-5-ylsulfanyl}-propionic acid). As a reaction SMILES: CO[C:3]1[CH:8]=[CH:7][CH:6]=[CH:5][C:4]=1[S:9][CH2:10][CH2:11][CH2:12][N:13]([C@H:29]1[CH2:34][CH2:33][C@H:32]([CH3:35])[CH2:31][CH2:30]1)[C:14](=[O:28])[NH:15][C:16]1[S:17][C:18]([S:21][C:22](C)([CH3:26])C(O)=O)=[CH:19][N:20]=1.C1(S)C=CC=CC=1.C([O:45][C:46](=[O:56])CCSC1SC(N)=NC=1)C>>[CH3:35][C@H:32]1[CH2:31][CH2:30][C@H:29]([N:13]([CH2:12][CH2:11][CH2:10][S:9][C:4]2[CH:3]=[CH:8][CH:7]=[CH:6][CH:5]=2)[C:14](=[O:28])[NH:15][C:16]2[S:17][C:18]([S:21][CH2:22][CH2:26][C:46]([OH:56])=[O:45])=[CH:19][N:20]=2)[CH2:34][CH2:33]1. Reported procedure: The compound was prepared following an analogous procedure to the one described for the synthesis 2-{2-[3-[3-(2-methoxy-phenylsulfanyl)-propyl]-3-(trans-4-methyl-cyclohexyl)-ureido]-thiazol-5-ylsulfanyl}-2-methyl-propionic acid using thiophenol and 3-(2-amino-thiazol-5-ylsulfanyl)-propionic acid ethyl ester The reactants are FC1=C(C=CC(=C1)F)[N+](=O)[O-] (2,4-difluoro-1-nitrobenzene), C1(CCC1)N (cyclobutylamine), CCN(C(C)C)C(C)C (DIPEA). Solvent: CC#N (CH3CN). Run at time 18 hour. Yields the product C1(CCC1)NC1=C(C=CC(=C1)F)[N+](=O)[O-] (cyclobutyl-(5-fluoro-2-nitrophenyl)amine). RXN SMILES: F[C:2]1[CH:7]=[C:6]([F:8])[CH:5]=[CH:4][C:3]=1[N+:9]([O-:11])=[O:10].[CH:12]1([NH2:16])[CH2:15][CH2:14][CH2:13]1.CCN(C(C)C)C(C)C>CC#N>[CH:12]1([NH:16][C:2]2[CH:7]=[C:6]([F:8])[CH:5]=[CH:4][C:3]=2[N+:9]([O-:11])=[O:10])[CH2:15][CH2:14][CH2:13]1. Procedure details: To a solution of 2,4-difluoro-1-nitrobenzene (0.7 mL, 6.3 mmol) in CH3CN (10 mL) were added cyclobutylamine (0.54 mL, 6.3 mmol) and DIPEA (1.1 mL, 6.3 mmol). The reaction mixture was stirred at RT for 18 h then concentrated in vacuo. The resulting residue was purified by column chromatography (Si—PCC, gradient 0-10% EtOAc in cyclohexane) to afford cyclobutyl-(5-fluoro-2-nitrophenyl)amine as a yellow oil (1.38 g, quantitative). To a solution of the product thus obtained (6.3 mmol) in EtOAc (60 mL... The reactants are BrC=1C=C(C=CC1)C(CCNC(OC(C)(C)C)=O)O (tert-butyl 3-(3-bromophenyl)-3-hydroxypropylcarbamate), C(#C)C1CCCCCCC1 (ethynyl cyclooctane). Product: C1(CCCCCCC1)C#CC=1C=C(C=CC1)C(CCNC(OC(C)(C)C)=O)O (tert-butyl 3-(3-(2-cyclooctylethynyl)phenyl)-3-hydroxypropylcarbamate). As a reaction SMILES: Br[C:2]1[CH:3]=[C:4]([CH:8]([OH:19])[CH2:9][CH2:10][NH:11][C:12](=[O:18])[O:13][C:14]([CH3:17])([CH3:16])[CH3:15])[CH:5]=[CH:6][CH:7]=1.[C:20]([CH:22]1[CH2:29][CH2:28][CH2:27][CH2:26][CH2:25][CH2:24][CH2:23]1)#[CH:21]>>[CH:22]1([C:20]#[C:21][C:2]2[CH:3]=[C:4]([CH:8]([OH:19])[CH2:9][CH2:10][NH:11][C:12](=[O:18])[O:13][C:14]([CH3:17])([CH3:16])[CH3:15])[CH:5]=[CH:6][CH:7]=2)[CH2:29][CH2:28][CH2:27][CH2:26][CH2:25][CH2:24][CH2:23]1. Reported procedure: Sonogashira reaction of 39 with ethynyl cyclooctane yielded tert-butyl 3-(3-(2-cyclooctylethynyl)phenyl)-3-hydroxypropylcarbamate as light yellow oil. Yield (470 mg, 91%): 1H NMR (400 MHz, CDCl3) δ 7.39 (s, 1H), 7.22-7.29 (m, 3H), 4.86 (bs, 1H), 4.72 (m, 1H), 3.23 (bs, 1H), 3.11-3.19 (m, 1H), 2.76-2.79 (m, 2H), 1.92-1.96 (m, 2H), 1.74-1.81 (m, 6H), 1.53-1.60 (m, 6H), 1.45 (s, 9H), 1.27 (an, 2H).